The task is: describe an organic reaction: reactants, conditions, products, and yield. This data is from the Open Reaction Database (ORD), a public repository of structured organic reaction records. Procedure: To a solution of 490 mg (1.97 mmol) of methyl 3-hydroxy-5,6,7,8-tetrahydro-4H-isoxazolo[4,5-c]azepin-5-carboxylate (Formula II; Z=methoxycarbonyl, R3 =R4 =hydrogen) (P. Krogsgaard-Larsen, Acta Chem. Scand. B 31 (1977) 584-588) in ether (20 ml) was added an excess of diazomethane. The mixture was stirred at room temperature for 1 hour and the excess of diazomethane was destroyed by addition of glacial acetic acid. The mixture was evaporated in vacuo and the residue submitted to flash-chromatograp... Product: COC1=NOC2=C1CN(CCC2)C(=O)OC (Methyl 3-Methoxy-5,6,7,8-tetrahydro-4H-isoxazolo[4,5-c]azepin-5-carboxylate). Solvent: CCOCC (ether). Starting materials: OC1=NOC2=C1CN(CCC2)C(=O)OC (methyl 3-hydroxy-5,6,7,8-tetrahydro-4H-isoxazolo[4,5-c]azepin-5-carboxylate), OC1=NOC2=C1CN(CCC2)C(=O)OC (methyl 3-hydroxy-5,6,7,8-tetrahydro-4H-isoxazolo[4,5-c]azepin-5-carboxylate), [N+](=[N-])=C (diazomethane). Run at time 1 hour. As a reaction SMILES: [OH:1][C:2]1[C:6]2[CH2:7][N:8]([C:12]([O:14][CH3:15])=[O:13])[CH2:9][CH2:10][CH2:11][C:5]=2[O:4][N:3]=1.[N+](=[CH2:18])=[N-]>CCOCC>[CH3:18][O:1][C:2]1[C:6]2[CH2:7][N:8]([C:12]([O:14][CH3:15])=[O:13])[CH2:9][CH2:10][CH2:11][C:5]=2[O:4][N:3]=1. The reactants are ClC=1C=C(C=CC1F)N1C(N(C(C2=CC(=C(C=C12)N1CCN(CC1)C)F)=O)OCC1=CC=CC=C1)=O (1-(3-chloro-4-fluorophenyl)-6-fluoro-3-benzyloxy-7-(4-methylpiperazin-1-yl)-1H-quinazoline-2,4-dione). The reagents and catalysts are [Pd] (Pd/C). Yields the product ClC=1C=C(C=CC1F)N1C(N(C(C2=CC(=C(C=C12)N1CCN(CC1)C)F)=O)O)=O (1-(3-Chloro-4-fluorophenyl)-6-fluoro-3-hydroxy-7-(4-methylpiperazin-1-yl)-1H-quinazoline-2,4-dione). Yield: 87.4%. As a reaction SMILES: [Cl:1][C:2]1[CH:3]=[C:4]([N:9]2[C:18]3[C:13](=[CH:14][C:15]([F:26])=[C:16]([N:19]4[CH2:24][CH2:23][N:22]([CH3:25])[CH2:21][CH2:20]4)[CH:17]=3)[C:12](=[O:27])[N:11]([O:28]CC3C=CC=CC=3)[C:10]2=[O:36])[CH:5]=[CH:6][C:7]=1[F:8]>[Pd]>[Cl:1][C:2]1[CH:3]=[C:4]([N:9]2[C:18]3[C:13](=[CH:14][C:15]([F:26])=[C:16]([N:19]4[CH2:24][CH2:23][N:22]([CH3:25])[CH2:21][CH2:20]4)[CH:17]=3)[C:12](=[O:27])[N:11]([OH:28])[C:10]2=[O:36])[CH:5]=[CH:6][C:7]=1[F:8]. Procedure: Using the General Method 6A. the reaction of 10% Pd/C (0.06 g) with 1-(3-chloro-4-fluorophenyl)-6-fluoro-3-benzyloxy-7-(4-methylpiperazin-1-yl)-1H-quinazoline-2,4-dione (Example R-1, 0.12 g, 0.23 mmol) afforded 0.085 g of the title compound as a solid, mp 197-199° C. Reactants: CCc1cc(C=O)ccc1N=C1SCC2(CCCC2)N1C1CCCC1, CCOP(=O)(CC(C)=O)OCC. Product: CCc1cc(C=CC(C)=O)ccc1N=C1SCC2(CCCC2)N1C1CCCC1. As a reaction SMILES: [CH:1](=[O:2])[c:3]1[cH:4][c:5]([CH2:24][CH3:25])[c:6]([N:9]=[C:10]2[N:11]([CH:19]3[CH2:20][CH2:21][CH2:22][CH2:23]3)[C:12]3([CH2:13][S:14]2)[CH2:15][CH2:16][CH2:17][CH2:18]3)[cH:7][cH:8]1.[O:26]=[C:27]([CH2:28][P:29](=[O:30])([O:31][CH2:32][CH3:33])[O:34][CH2:35][CH3:36])[CH3:37]>>[CH:1]([c:3]1[cH:4][c:5]([CH2:24][CH3:25])[c:6]([N:9]=[C:10]2[N:11]([CH:19]3[CH2:20][CH2:21][CH2:22][CH2:23]3)[C:12]3([CH2:13][S:14]2)[CH2:15][CH2:16][CH2:17][CH2:18]3)[cH:7][cH:8]1)=[CH:28][C:27](=[O:26])[CH3:37]. Reactants: C(C)C1=CC=C(CC=2C(=C(C(=C(C2)C2O[C@@H]([C@H]([C@@H]([C@H]2OCC2=CC=CC=C2)OCC2=CC=CC=C2)OCC2=CC=CC=C2)COCC2=CC=CC=C2)Br)OCCCl)Cl)C=C1 ((3S,4R,5R,6R)-2-(5-(4-Ethylbenzyl)-2-bromo-4-chloro-3-(2-chloroethoxy)phenyl)-3,4,5-tris(benzyloxy)-6-(benzyloxymethyl)-tetrahydro-2H-pyran), C(CCC)[Li] (n-butyllithium). Run in C1CCOC1 (THF). Reaction conditions: time 18 hour. The product is C(C1=CC=CC=C1)O[C@H]1C(O[C@@H]([C@H]([C@@H]1OCC1=CC=CC=C1)OCC1=CC=CC=C1)COCC1=CC=CC=C1)C1=CC(=C(C2=C1CCO2)Cl)CC2=CC=C(C=C2)CC (4-((3S,4R,5R,6R)-3,4,5-Tris(benzyloxy)-6-(benzyloxymethyl)-tetrahydro-2H-pyran-2-yl)-6-(4-ethylbenzyl)-7-chloro-2,3-dihydrobenzofuran). Yield: 97.6%. Reaction SMILES: [CH2:1]([C:3]1[CH:60]=[CH:59][C:6]([CH2:7][C:8]2[C:9]([Cl:58])=[C:10]([O:54][CH2:55][CH2:56]Cl)[C:11](Br)=[C:12]([CH:14]3[C@H:19]([O:20]CC4C=CC=CC=4)[C@@H:18]([O:28][CH2:29]C4C=CC=CC=4)[C@H:17]([O:36][CH2:37][C:38]4[CH:43]=[CH:42][CH:41]=[CH:40][CH:39]=4)[C@@H:16]([CH2:44][O:45][CH2:46]C4C=CC=CC=4)[O:15]3)[CH:13]=2)=[CH:5][CH:4]=1)[CH3:2].[CH2:61]([Li])[CH2:62][CH2:63][CH3:64]>C1COCC1>[CH2:61]([O:20][C@@H:19]1[C@@H:18]([O:28][CH2:29][C:8]2[CH:9]=[CH:10][CH:11]=[CH:12][CH:13]=2)[C@H:17]([O:36][CH2:37][C:38]2[CH:43]=[CH:42][CH:41]=[CH:40][CH:39]=2)[C@@H:16]([CH2:44][O:45][CH2:46][C:60]2[CH:3]=[CH:4][CH:5]=[CH:6][CH:59]=2)[O:15][CH:14]1[C:12]1[C:11]2[CH2:56][CH2:55][O:54][C:10]=2[C:9]([Cl:58])=[C:8]([CH2:7][C:6]2[CH:5]=[CH:4][C:3]([CH2:1][CH3:2])=[CH:60][CH:59]=2)[CH:13]=1)[C:62]1[CH:17]=[CH:16][CH:44]=[CH:64][CH:63]=1. Reported procedure: To a solution of compound 71 (1.16 g, 1.27 mmol) in THF (12.7 mL) was added dropwise n-butyllithium (2.5M in hexane, 1.27 mL, 3.17 mmol) at −78° C. under an atmosphere of nitrogen. The mixture was stirred for 18 hours at −78° C. to 5° C. The mixture was quenched with 1N HCl and extracted with EtOAc. The organic layer was washed with brine, dried over MgSO4, filtered and concentrated in vacuo. The residue was purified by silica gel column chromatography to provide the product 72 (493 mg, 48%) as ... Starting materials: BrC1=C(C(=O)O)C=C(C=C1)OC (2-bromo-5-methoxybenzoic acid), Cl.C(C1=CC=CC=C1)OC1=CC=C(N)C=C1 (4-benzyloxyaniline hydrochloride), C([O-])([O-])=O.[K+].[K+] (potassium carbonate). Reagents/catalysts: [Cu] (copper). The solvent is C(CCCC)O (amyl alcohol). Reaction conditions: time 4.5 hour. Product: C(C1=CC=CC=C1)OC1=CC=C(C=C1)NC1=C(C(=O)O)C=C(C=C1)OC (2-(4-benzyloxyphenylamino)-5-methoxybenzoic acid). Isolated yield 70.1%. Reaction SMILES: Br[C:2]1[CH:10]=[CH:9][C:8]([O:11][CH3:12])=[CH:7][C:3]=1[C:4]([OH:6])=[O:5].Cl.[CH2:14]([O:21][C:22]1[CH:28]=[CH:27][C:25]([NH2:26])=[CH:24][CH:23]=1)[C:15]1[CH:20]=[CH:19][CH:18]=[CH:17][CH:16]=1.C(=O)([O-])[O-].[K+].[K+]>C(O)CCCC.[Cu]>[CH2:14]([O:21][C:22]1[CH:23]=[CH:24][C:25]([NH:26][C:2]2[CH:10]=[CH:9][C:8]([O:11][CH3:12])=[CH:7][C:3]=2[C:4]([OH:6])=[O:5])=[CH:27][CH:28]=1)[C:15]1[CH:16]=[CH:17][CH:18]=[CH:19][CH:20]=1 |f:1.2,3.4.5|. Procedure details: A mixture of 231 g of 2-bromo-5-methoxybenzoic acid, 262 g of 4-benzyloxyaniline hydrochloride, 160 g of potassium carbonate and 2 g of activated copper powder in about 2100 ml of amyl alcohol was heated at reflux with stirring for 4.5 hours. The reaction mixture was concentrated in vacuo and the residue dissolved in 6 liters of water. The solution was filtered and acidified with hydrochloric acid. The solid which formed was collected and recrystallized twice from benzene-cyclohexane to give 245... Reactants: [Li]CCCC (n-BuLi), IC=1C(=NOC1C)C (4-iodo-3,5-dimethylisoxazole), C(CCC)[Sn](CCCC)(CCCC)Cl (tributyltin chloride). Solvent: C1CCOC1 (THF). Run at time 15 minute. Product: CC1=NOC(=C1[Sn](CCCC)(CCCC)CCCC)C (3,5-dimethyl-4-(tributylstannyl)isoxazole). Yield: 39.2%. As a reaction SMILES: [Li]CCCC.I[C:7]1[C:8]([CH3:13])=[N:9][O:10][C:11]=1[CH3:12].[CH2:14]([Sn:18](Cl)([CH2:23][CH2:24][CH2:25][CH3:26])[CH2:19][CH2:20][CH2:21][CH3:22])[CH2:15][CH2:16][CH3:17]>C1COCC1>[CH3:13][C:8]1[C:7]([Sn:18]([CH2:19][CH2:20][CH2:21][CH3:22])([CH2:23][CH2:24][CH2:25][CH3:26])[CH2:14][CH2:15][CH2:16][CH3:17])=[C:11]([CH3:12])[O:10][N:9]=1. Procedure details: n-BuLi (1.6 M solution in hexanes, 6 mL, 9.6 mmol) was added to a cooled (−78° C.) solution of 4-iodo-3,5-dimethylisoxazole (1.47 g, 6.60 mmol) in THF (24 mL) under nitrogen. After 15 min, tributyltin chloride (26 mL, 9.60 mmol) was added and the reaction was stirred over night while warming to room temperature. The reaction was quenched by 1 M HCl, CH2Cl2 was added, the phases separated and the solvent were evaporated. The residue was purified by flash chromatography with heptane:CH2Cl2 (75:25-... The reactants are CN(C)C=O, O=c1[nH]c2ccccc2n1CCCl, [I-], [N-]=[N+]=[N-], [Na+], [Na+]. Product: [N-]=[N+]=NCCn1c(=O)[nH]c2ccccc21. As a reaction SMILES: [CH3:20][N:21]([CH3:22])[CH:23]=[O:24].[Cl:1][CH2:2][CH2:3][n:4]1[c:5](=[O:13])[nH:6][c:7]2[c:8]1[cH:9][cH:10][cH:11][cH:12]2.[I-:15].[N-:17]=[N+:18]=[N-:19].[Na+:14].[Na+:16]>>[CH2:2]([CH2:3][n:4]1[c:5](=[O:13])[nH:6][c:7]2[c:8]1[cH:9][cH:10][cH:11][cH:12]2)[N:17]=[N+:18]=[N-:19]. Starting materials: ClC1=C2C(=CN(C1=O)C)CN(C2=O)CCC2=NC1=CC=CC=C1C=C2 (7-chloro-5-methyl-2-(2-quinolin-2-yl-ethyl)-3,5-dihydro-2H-pyrrolo[3,4-c]pyridine-1,6-dione), N1=CN=CC(=C1)B(O)O (pyrimidin-5-ylboronic acid). Product: CN1C=C2C(=C(C1=O)C=1C=NC=NC1)C(N(C2)CCC2=NC1=CC=CC=C1C=C2)=O (5-Methyl-7-pyrimidin-5-yl-2-(2-quinolin-2-yl-ethyl)-3,5-dihydro-2H-pyrrolo[3,4-c]pyridine-1,6-dione). As a reaction SMILES: Cl[C:2]1[C:7](=[O:8])[N:6]([CH3:9])[CH:5]=[C:4]2[CH2:10][N:11]([CH2:14][CH2:15][C:16]3[CH:25]=[CH:24][C:23]4[C:18](=[CH:19][CH:20]=[CH:21][CH:22]=4)[N:17]=3)[C:12](=[O:13])[C:3]=12.[N:26]1[CH:31]=[C:30](B(O)O)[CH:29]=[N:28][CH:27]=1>>[CH3:9][N:6]1[C:7](=[O:8])[C:2]([C:30]2[CH:31]=[N:26][CH:27]=[N:28][CH:29]=2)=[C:3]2[C:12](=[O:13])[N:11]([CH2:14][CH2:15][C:16]3[CH:25]=[CH:24][C:23]4[C:18](=[CH:19][CH:20]=[CH:21][CH:22]=4)[N:17]=3)[CH2:10][C:4]2=[CH:5]1. Procedure details: The title compound was prepared in analogy to the process of Example 13 starting from 7-chloro-5-methyl-2-(2-quinolin-2-yl-ethyl)-3,5-dihydro-2H-pyrrolo[3,4-c]pyridine-1,6-dione (see Example c4)) and pyrimidin-5-ylboronic acid. Starting materials: N1=C(Cl)N=C(Cl)N=C1Cl (cyanuric chloride), OCC=1C=CC2=C(C=CC=3SC4=CC(CC=C4CC23)=O)N1 (3-hydroxymethylpyridothioxanthone). The solvent is CN(C)C=O (DMF), C(Cl)Cl (DCM), ClCCl (Dichloromethane). Conditions: time 8 hour. Product: ClCC=1C=CC2=C(C=CC=3SC4=CC(CC=C4CC23)=O)N1 (3-chloromethylpyridothioxanthone). The yield is 438.2%. RXN SMILES: N1C(Cl)=NC(Cl)=NC=1[Cl:3].O[CH2:11][C:12]1[CH:13]=[CH:14][C:15]2[C:28]3[CH2:27][C:26]4[C:21](=[CH:22][C:23](=[O:29])[CH2:24][CH:25]=4)[S:20][C:19]=3[CH:18]=[CH:17][C:16]=2[N:30]=1>CN(C=O)C.C(Cl)Cl>[Cl:3][CH2:11][C:12]1[CH:13]=[CH:14][C:15]2[C:28]3[CH2:27][C:26]4[C:21](=[CH:22][C:23](=[O:29])[CH2:24][CH:25]=4)[S:20][C:19]=3[CH:18]=[CH:17][C:16]=2[N:30]=1. Reported procedure: A solution of cyanuric chloride (0.29 g, 0.16 mmol) in DMF (1 mL) was stirred for 0.5 hrs, resulting in a white precipitate. Dichloromethane (30 mL) was added, followed by a solution of 3-hydroxymethylpyridothioxanthone (0.25 g, 1.0 mmol) in DCM (20 mL). The solution was stirred at r.t. overnight, then washed with hydrochloric acid (0.5 M, 30 mL) and water, and then dried over sodium sulfate. The mixture was purified by column chromatography on silica gel with DCM/hexane (2:3) as the eluant, yie...